Dataset: the Open Reaction Database (ORD), a public repository of structured organic reaction records. Task: describe an organic reaction: reactants, conditions, products, and yield The reactants are C1CO1, CO, C1CC2(CCN1)OCCO2. The product is OCCN1CCC2(CC1)OCCO2. RXN SMILES: [CH2:11]1[CH2:12][O:13]1.[CH3:14][OH:15].[O:1]1[CH2:2][CH2:3][O:4][C:5]12[CH2:6][CH2:7][NH:8][CH2:9][CH2:10]2>>[O:1]1[CH2:2][CH2:3][O:4][C:5]12[CH2:6][CH2:7][N:8]([CH2:11][CH2:12][OH:13])[CH2:9][CH2:10]2. Reactants: ClC1=C(C2=CC=C(C(=C2C=C1)C(F)(F)F)OC)C(=O)NCC(=O)OC(C)(C)C (N-[[2-chloro-6-methoxy-5-(trifluoromethyl)-1-naphthalenyl]carbonyl]glycine, 1,1-dimethylethyl ester), ClC(=O)OC (methyl chloroformate), [H-].[K+] (potassium hydride). Run in C1CCOC1 (THF), C1CCOC1 (THF), O1CCCC1 (tetrahydrofuran). Conditions: time 25 minute. Yields the product ClC1=C(C2=CC=C(C(=C2C=C1)C(F)(F)F)OC)C(=O)N(CC(=O)OC(C)(C)C)C(=O)OC (N-[[2-Chloro-6-methoxy-5-(trifluoromethyl)-1-naphthalenyl]carbonyl]-N-(methoxycarbonyl)glycine, 1,1-Dimethylethyl Ester). Isolated yield 67.0%. Reaction SMILES: [H-].[K+].[Cl:3][C:4]1[CH:13]=[CH:12][C:11]2[C:6](=[CH:7][CH:8]=[C:9]([O:18][CH3:19])[C:10]=2[C:14]([F:17])([F:16])[F:15])[C:5]=1[C:20]([NH:22][CH2:23][C:24]([O:26][C:27]([CH3:30])([CH3:29])[CH3:28])=[O:25])=[O:21].Cl[C:32]([O:34][CH3:35])=[O:33]>O1CCCC1>[Cl:3][C:4]1[CH:13]=[CH:12][C:11]2[C:6](=[CH:7][CH:8]=[C:9]([O:18][CH3:19])[C:10]=2[C:14]([F:17])([F:16])[F:15])[C:5]=1[C:20]([N:22]([C:32]([O:34][CH3:35])=[O:33])[CH2:23][C:24]([O:26][C:27]([CH3:30])([CH3:29])[CH3:28])=[O:25])=[O:21] |f:0.1|. Reported procedure: To a suspension of potassium hydride (0.9 g, 1.2 eq, 35% by weight dispersion in mineral oil) in dry tetrahydrofuran (20 mL) under argon at room temperature was added dropwise a solution of N-[[2-chloro-6-methoxy-5-(trifluoromethyl)-1-naphthalenyl]carbonyl]glycine, 1,1-dimethylethyl ester (2.73 g, 6.53 mmol) in dry THF (30 mL). After stirring 25 minutes the reaction was cooled in an ice bath and a solution of methyl chloroformate (0.7 mL, 1.4 eq) in dry THF (18 mL) was added dropwise over a peri... The reactants are [H-].[Na+] (sodium hydride), OC1=C2CCCC(C2=CC=C1)=O (5-hydroxy-1-tetralone), C1CCOC1 (THF), C1(=CC=CC=C1)C(N1CCN(CC1)CCCBr)C1=CC=CC=C1 (N-diphenylmethyl-N'-(3-bromopropyl)piperazine). Reaction conditions: temperature 50 celsius, time 3 hour. Yields the product C1(=CC=CC=C1)C(N1CCN(CC1)CCCOC1=C2CCC(CC2=CC=C1)=O)C1=CC=CC=C1 (5-[3-(4-Diphenylmethylpiperazin-1-yl)-propoxy]-3,4-dihydro-2-(1 H)-naphthalenone). Isolated yield 83.0%. RXN SMILES: [H-].[Na+].O[C:4]1[CH:13]=[CH:12][CH:11]=[C:10]2[C:5]=1[CH2:6][CH2:7][CH2:8][C:9]2=[O:14].[C:15]1([CH:21]([C:32]2[CH:37]=[CH:36][CH:35]=[CH:34][CH:33]=2)[N:22]2[CH2:27][CH2:26][N:25]([CH2:28][CH2:29][CH2:30]Br)[CH2:24][CH2:23]2)[CH:20]=[CH:19][CH:18]=[CH:17][CH:16]=1.C1C[O:41]CC1>>[C:15]1([CH:21]([C:32]2[CH:37]=[CH:36][CH:35]=[CH:34][CH:33]=2)[N:22]2[CH2:27][CH2:26][N:25]([CH2:28][CH2:29][CH2:30][O:14][C:9]3[CH:8]=[CH:7][CH:6]=[C:5]4[C:10]=3[CH2:11][CH2:12][C:13](=[O:41])[CH2:4]4)[CH2:24][CH2:23]2)[CH:20]=[CH:19][CH:18]=[CH:17][CH:16]=1 |f:0.1|. Procedure: A suspension of sodium hydride (11 mg 60% oil dispersion, 0.28 mmol) and 5-hydroxy-1-tetralone (43 mg, 0.27 mmol) in 5 mL of THF was warmed to about 50° C. for about 30 min. After addition of N-diphenylmethyl-N'-(3-bromopropyl)piperazine (100 mg, 0.27 mmol) the mixture was stirred at about 50° C. for about 3 h. Evaporation of the solvent and silica gel chromatography of the residue (diethyl ether-CH2Cl2 =1:4) gave 100 mg (83%) of the title compound as an oil; MS 455.4.